This data is from the Open Reaction Database (ORD), a public repository of structured organic reaction records. The task is: describe an organic reaction: reactants, conditions, products, and yield The reactants are ClC=1C(=NC=NC1Cl)N (5,6-dichloropyrimidin-4-amine), O(C1=CC=CC=C1)C1=CC=C(C=C1)B(O)O (4-phenoxyphenylboronic acid), NC[C@H]1[C@@H](CN(CC1)C(=O)OC(C)(C)C)O ((3S,4S)-tert-butyl 4-(aminomethyl)-3-hydroxypiperidine-1-carboxylate), C(C#CC)(=O)O (but-2-ynoic acid). Yields the product NC1=C(C(=NC=N1)NC[C@H]1[C@@H](CN(CC1)C(C#CC)=O)O)C1=CC=C(C=C1)OC1=CC=CC=C1 (1-((3S,4S)-4-(((6-amino-5-(4-phenoxyphenyl)pyrimidin-4-yl)amino)methyl)-3-hydroxypiperidin-1-yl)but-2-yn-1-one). Yield: 41.3%. Reaction SMILES: Cl[C:2]1[C:3]([NH2:9])=[N:4][CH:5]=[N:6][C:7]=1Cl.[O:10]([C:17]1[CH:22]=[CH:21][C:20](B(O)O)=[CH:19][CH:18]=1)[C:11]1[CH:16]=[CH:15][CH:14]=[CH:13][CH:12]=1.[NH2:26][CH2:27][C@@H:28]1[CH2:33][CH2:32][N:31]([C:34]([O:36]C(C)(C)C)=O)[CH2:30][C@H:29]1[OH:41].[C:42](O)(=O)[C:43]#[C:44]C>>[NH2:9][C:3]1[N:4]=[CH:5][N:6]=[C:7]([NH:26][CH2:27][C@@H:28]2[CH2:33][CH2:32][N:31]([C:34](=[O:36])[C:42]#[C:43][CH3:44])[CH2:30][C@H:29]2[OH:41])[C:2]=1[C:20]1[CH:21]=[CH:22][C:17]([O:10][C:11]2[CH:16]=[CH:15][CH:14]=[CH:13][CH:12]=2)=[CH:18][CH:19]=1. Reported procedure: 1-((3S,4S)-4-(((6-amino-5-(4-phenoxyphenyl)pyrimidin-4-yl)amino)methyl)-3-hydroxypiperidin-1-yl)but-2-yn-1-one was prepared 5,6-dichloropyrimidin-4-amine, 4-phenoxyphenylboronic acid, (3S,4S)-tert-butyl 4-(aminomethyl)-3-hydroxypiperidine-1-carboxylate and but-2-ynoic acid with method S1, S2, S3, S4A. Yield 41.3%. 1H NMR (CD3OD) δ 8.26 (s, 1H), 7.14-7.40 (m, 9H), 4.28-4.48 (m, 2H), 3.66 (m, 1H), 3.52 (m, 1H), 3.01 (m, 1H), 2.60 (m, 1H), 2.0 (m, 3H), 1.75 (m, 2H), 1.20 (m, 1H). HPLC PURITY: 99%, ...